Dataset: the Open Reaction Database (ORD), a public repository of structured organic reaction records. Task: describe an organic reaction: reactants, conditions, products, and yield Run in C(C)O (ethanol), C(C)O (ethanol), C(C)OCC (ethyl ether). The reactants are N1(CCCCC1)CC=1C=C(OCCCN)C=CC1 (3-[3-(1-piperidinylmethyl)phenoxy]-1-propanamine), C(#N)N=COCC (ethyl N-cyano-formimidate), Cl.C(C)O (HCl ethanol). Procedure details: To a solution of 2.48 g of 3-[3-(1-piperidinylmethyl)phenoxy]-1-propanamine (prepared according to British Pat. No. 2,023,123 which is hereby incorporated by reference) in 25 ml of absolute ethanol, are added dropwise 0.98 g of ethyl N-cyano-formimidate in 15 ml of ethanol, under stirring and at room temperature. Stirring is maintained for 30 minutes, and then the ethanol is removed by underpressure distillation. An oil residue is formed, which is then dissolved in 250 ml of ethyl ether, after w... RXN SMILES: [N:1]1([CH2:7][C:8]2[CH:9]=[C:10]([CH:16]=[CH:17][CH:18]=2)[O:11][CH2:12][CH2:13][CH2:14][NH2:15])[CH2:6][CH2:5][CH2:4][CH2:3][CH2:2]1.[C:19]([N:21]=[CH:22]OCC)#[N:20].[ClH:26].C(O)C>C(O)C.C(OCC)C>[ClH:26].[C:19]([NH:21][CH:22]=[N:15][CH2:14][CH2:13][CH2:12][O:11][C:10]1[CH:16]=[CH:17][CH:18]=[C:8]([CH2:7][N:1]2[CH2:6][CH2:5][CH2:4][CH2:3][CH2:2]2)[CH:9]=1)#[N:20] |f:2.3,6.7|. Yields the product Cl.C(#N)NC=NCCCOC1=CC(=CC=C1)CN1CCCCC1 (N-cyano-N'-[3-[3-(1-piperidinylmethyl)phenoxy]propyl]formamidine hydrochloride).